Dataset: the Open Reaction Database (ORD), a public repository of structured organic reaction records. Task: describe an organic reaction: reactants, conditions, products, and yield Reactants: COC(C=CC=CCSC1=CC=C(C=C1)Cl)=O (6-(4-chlorophenylsulfanyl)-hexa-2,4-dienoic acid methyl ester), NO (hydroxylamine), [OH-].[K+] (potassium hydroxide), CO (methanol). Run in C1CCOC1 (THF). Reaction conditions: temperature 0 celsius, time 1 hour. The product is ONC(C=CC=CCSC1=CC=C(C=C1)Cl)=O (6-(4-Chlorophenylsulfanyl)-hexa-2,4-dienoic acid hydroxyamide). Isolated yield 47.5%. RXN SMILES: C[O:2][C:3](=O)[CH:4]=[CH:5][CH:6]=[CH:7][CH2:8][S:9][C:10]1[CH:15]=[CH:14][C:13]([Cl:16])=[CH:12][CH:11]=1.[NH2:18][OH:19].[OH-].[K+].CO>C1COCC1>[OH:19][NH:18][C:3](=[O:2])[CH:4]=[CH:5][CH:6]=[CH:7][CH2:8][S:9][C:10]1[CH:15]=[CH:14][C:13]([Cl:16])=[CH:12][CH:11]=1 |f:2.3|. Reported procedure: To a solution of the 6-(4-chlorophenylsulfanyl)-hexa-2,4-dienoic acid methyl ester (0.44 g, 1.64 mmol) in distilled THF (9.0 mL) containing 50% aqueous hydroxylamine (1.0 ml, 15.2 mmol) was added at 0° C. a solution of potassium hydroxide in methanol (1M, 2.6 mL, 2.6 mmol) over a period of 30 minutes. After stirring at 0° C. for 1 h, distilled water (9.0 mL) was added and the mixture was made neutral by dropwise addition of concentrated hydrochloric acid (10 M) at 0° C. The aqueous solution was ... Solvent: CN(C)C=O (DMF), CN(C)C=O (DMF), CCOC(=O)C (EtOAc). Product: C(C1=CC=CC=C1)OCC1CCC2(OCCO2)CC1 (8-benzyloxymethyl-1,4-dioxa-spiro[4.5]decane). Reaction SMILES: [H-].[Na+].[O:3]1[C:7]2([CH2:12][CH2:11][CH:10]([CH2:13][OH:14])[CH2:9][CH2:8]2)[O:6][CH2:5][CH2:4]1.[CH2:15](Br)[C:16]1[CH:21]=[CH:20][CH:19]=[CH:18][CH:17]=1.O>CN(C=O)C.CCOC(C)=O>[CH2:15]([O:14][CH2:13][CH:10]1[CH2:11][CH2:12][C:7]2([O:6][CH2:5][CH2:4][O:3]2)[CH2:8][CH2:9]1)[C:16]1[CH:21]=[CH:20][CH:19]=[CH:18][CH:17]=1 |f:0.1|. Procedure details: To a mixture of NaH (60% in oil, 60.9 g, 1.52 mol) in DMF (1500 mL) is carefully added crude (1,4-dioxa-spiro[4.5]dec-8-yl)methanol (150 g) in DMF (50 mL) at 10° C. under argon atmosphere and the mixture is stirred for 1 hour at the same temperature. To the mixture is added benzyl bromide (181 mL) 10° C., and stirring is continued for 3 hours at room temperature. After addition of H2O (70 mL) over 10 min, the mixture is poured into the mixture of H2O (4500 mL) and EtOAc (2000 mL). The water laye... The reactants are O1CCOC12CCC(CC2)CO ((1,4-dioxa-spiro[4.5]dec-8-yl)methanol), O (H2O), [H-].[Na+] (NaH), O (H2O), C(C1=CC=CC=C1)Br (benzyl bromide). Run at time 1 hour. Yield: 87.6%. RXN SMILES: [CH:1]1([O:6][C:7]([NH:9][C:10]2[CH:11]=[C:12]3[C:16](=[CH:17][CH:18]=2)[N:15]([CH3:19])[CH:14]=[C:13]3[CH2:20][C:21]2[CH:30]=[CH:29][C:24]([C:25]([O:27]C)=[O:26])=[CH:23][C:22]=2[O:31][CH3:32])=[O:8])[CH2:5][CH2:4][CH2:3][CH2:2]1.O.[OH-].[Li+]>CO.O1CCCC1.O>[CH:1]1([O:6][C:7]([NH:9][C:10]2[CH:11]=[C:12]3[C:16](=[CH:17][CH:18]=2)[N:15]([CH3:19])[CH:14]=[C:13]3[CH2:20][C:21]2[CH:30]=[CH:29][C:24]([C:25]([OH:27])=[O:26])=[CH:23][C:22]=2[O:31][CH3:32])=[O:8])[CH2:2][CH2:3][CH2:4][CH2:5]1 |f:1.2.3|. The reactants are C1(CCCC1)OC(=O)NC=1C=C2C(=CN(C2=CC1)C)CC1=C(C=C(C(=O)OC)C=C1)OC (methyl 4-[5-(cyclopentyloxycarbonyl)amino-1-methylindol-3-ylmethyl]-3-methoxybenzoate), O.[OH-].[Li+] (lithium hydroxide monohydrate). Procedure: A stirred solution of methyl 4-[5-(cyclopentyloxycarbonyl)amino-1-methylindol-3-ylmethyl]-3-methoxybenzoate (0.25 g. ) in methanol (5 ml.) and tetrahydrofuran (4 ml.), under an atmosphere of nitrogen, was treated with a solution of lithium hydroxide monohydrate (0.12 g.) in water (2 ml.). The mixture was stirred for 20 hours and then concentrated to remove tetrahydrofuran. The resulting aqueous solution was acidified with 1M hydrochloric acid (20 ml.). The white precipitate which formed was sepa... Solvent: CO (methanol), O1CCCC1 (tetrahydrofuran), O (water). Yields the product C1(CCCC1)OC(=O)NC=1C=C2C(=CN(C2=CC1)C)CC1=C(C=C(C(=O)O)C=C1)OC (4-[5-(Cyclopentyloxycarbonyl)amino-1-methylindol-3-ylmethyl]-3-methoxybenzoic acid). Conditions: time 20 hour. The reactants are CCOC(=O)C1CCCC1=O (ethyl 2-cyclopentanonecarboxylate), ClCC1=CC=C(C=C1)CC(=O)OCC (ethyl p-chloromethylphenylacetate), [OH-].[K+] (potassium hydroxide). Solvent: CN(C=O)C (dimethyl formamide), C(C)(=O)O (acetic acid), CN(C=O)C (dimethyl formamide). Conditions: temperature 50 celsius, time 1 hour. Yields the product C(C)OC(=O)C1(C(CCC1)=O)CC1=CC=C(C=C1)CC(=O)OCC (Ethyl 2-[4-(1-Ethoxycarbonyl-2-oxocyclopentan-1-ylmethyl)phenyl]acetate). Isolated yield 72.4%. Reaction SMILES: [CH3:1][CH2:2][O:3][C:4]([CH:6]1[C:10](=[O:11])[CH2:9][CH2:8][CH2:7]1)=[O:5].Cl[CH2:13][C:14]1[CH:19]=[CH:18][C:17]([CH2:20][C:21]([O:23][CH2:24][CH3:25])=[O:22])=[CH:16][CH:15]=1.[OH-].[K+]>CN(C)C=O.C(O)(=O)C>[CH2:2]([O:3][C:4]([C:6]1([CH2:13][C:14]2[CH:15]=[CH:16][C:17]([CH2:20][C:21]([O:23][CH2:24][CH3:25])=[O:22])=[CH:18][CH:19]=2)[CH2:7][CH2:8][CH2:9][C:10]1=[O:11])=[O:5])[CH3:1] |f:2.3|. Procedure: A mixture of 9.4 g of ethyl 2-cyclopentanonecarboxylate, 10.6 g of ethyl p-chloromethylphenylacetate, 3.58 g of potassium hydroxide and 60 ml of dimethyl formamide was stirred at room temperature for 5 hours, at 50° C. for 1 hour and thereafter at room temperature overnight. The reaction mixture was acidified by addition of acetic acid, dimethyl formamide was removed by distillation, water was added to the residue, and the mixture was extracted with ether. The extract was washed with water, drie... The reactants are BrC1=CC2=C(C=3N=C(SC3CCO2)C=2N(N=CN2)CC(F)(F)F)C=C1 (8-Bromo-2-[2-(2,2,2-trifluoro-ethyl)-2H-[1,2,4]triazol-3-yl]-4,5-dihydro-6-oxa-3-thia-1-aza-benzo[e]azulene), CN(CCCOC1=NC=C(C=C1)B1OC(C(O1)(C)C)(C)C)C (dimethyl-{3-[5-(4,4,5,5-tetramethyl-[1,3,2]dioxaborolan-2-yl)-pyridin-2-yloxy]-propyl}-amine). Product: CN(CCCOC1=NC=C(C=C1)C1=CC2=C(C=3N=C(SC3CCO2)C=2N(N=CN2)CC(F)(F)F)C=C1)C (Dimethyl-[3-(5-{2-[2-(2,2,2-trifluoro-ethyl)-2H-[1,2,4]triazol-3-yl]-4,5-dihydro-6-oxa-3-thia-1-aza-benzo[e]azulen-8-yl}-pyridin-2-yloxy)-propyl]-amine). RXN SMILES: Br[C:2]1[CH:25]=[CH:24][C:5]2[C:6]3[N:7]=[C:8]([C:14]4[N:15]([CH2:19][C:20]([F:23])([F:22])[F:21])[N:16]=[CH:17][N:18]=4)[S:9][C:10]=3[CH2:11][CH2:12][O:13][C:4]=2[CH:3]=1.[CH3:26][N:27]([CH3:47])[CH2:28][CH2:29][CH2:30][O:31][C:32]1[CH:37]=[CH:36][C:35](B2OC(C)(C)C(C)(C)O2)=[CH:34][N:33]=1>>[CH3:47][N:27]([CH3:26])[CH2:28][CH2:29][CH2:30][O:31][C:32]1[CH:37]=[CH:36][C:35]([C:2]2[CH:25]=[CH:24][C:5]3[C:6]4[N:7]=[C:8]([C:14]5[N:15]([CH2:19][C:20]([F:23])([F:21])[F:22])[N:16]=[CH:17][N:18]=5)[S:9][C:10]=4[CH2:11][CH2:12][O:13][C:4]=3[CH:3]=2)=[CH:34][N:33]=1. Procedure: Following the procedure for 114, 8-Bromo-2-[2-(2,2,2-trifluoro-ethyl)-2H-[1,2,4]triazol-3-yl]-4,5-dihydro-6-oxa-3-thia-1-aza-benzo[e]azulene was reacted with dimethyl-{3-[5-(4,4,5,5-tetramethyl-[1,3,2]dioxaborolan-2-yl)-pyridin-2-yloxy]-propyl}-amine to give 121. MS(ESI+) 531.2. 1H NMR (400 MHz, DMSO) δ 8.56 (d, J=2.2, 1H), 8.38 (d, J=8.3, 1H), 8.30 (s, 1H), 8.09 (dd, J=8.7, 2.5, 1H), 7.54 (dd, J=8.3, 1.8, 1H), 7.41 (d, J=1.7, 1H), 6.89 (d, J=8.6, 1H), 5.87 (q, J=8.7, 2H), 4.43 (t, J=4.9, 2H), 4...